Dataset: the Open Reaction Database (ORD), a public repository of structured organic reaction records. Task: describe an organic reaction: reactants, conditions, products, and yield The reactants are CC(C)=O, CCOC(=O)c1ccc(OCCCCl)cc1, [I-], [Na+], O. Yields the product CCOC(=O)c1ccc(OCCCI)cc1. Reaction SMILES: [CH3:19][C:20](=[O:21])[CH3:22].[Cl:1][CH2:2][CH2:3][CH2:4][O:5][c:6]1[cH:7][cH:8][c:9]([C:10](=[O:11])[O:12][CH2:13][CH3:14])[cH:15][cH:16]1.[I-:18].[Na+:17].[OH2:23]>>[CH2:2]([CH2:3][CH2:4][O:5][c:6]1[cH:7][cH:8][c:9]([C:10](=[O:11])[O:12][CH2:13][CH3:14])[cH:15][cH:16]1)[I:18].